Dataset: the Open Reaction Database (ORD), a public repository of structured organic reaction records. Task: describe an organic reaction: reactants, conditions, products, and yield Reactants: C1(=CC=CC=C1)C1=CC=C(OC(C(=O)OC)(C)C)C=C1 (methyl 2-(4-phenylphenoxy)-2-methylpropionate), [H-].[Na+] (sodium hydride), CC1(C[C@H](C[C@@H](C1)C)O)C ((trans) 3,3,5-trimethylcyclohexanol). Solvent: CCCCCCC (heptane). Conditions: time 4.5 hour. Yields the product C1(=CC=CC=C1)C1=CC=C(OC(C(=O)O[C@@H]2CC(C[C@H](C2)C)(C)C)(C)C)C=C1 ((TRANS) 3,3,5-TRIMETHYLCYCLOHEXYL 2-(4-PHENYLPHENOXY)-2-METHYLPROPIONATE). RXN SMILES: [C:1]1([C:7]2[CH:20]=[CH:19][C:10]([O:11][C:12]([CH3:18])([CH3:17])[C:13]([O:15][CH3:16])=[O:14])=[CH:9][CH:8]=2)[CH:6]=[CH:5][CH:4]=[CH:3][CH:2]=1.[H-].[Na+].[CH3:23][C:24]1([CH3:32])[CH2:29][C@@H:28]([CH3:30])[CH2:27][C@H](O)[CH2:25]1>CCCCCCC>[C:1]1([C:7]2[CH:20]=[CH:19][C:10]([O:11][C:12]([CH3:18])([CH3:17])[C:13]([O:15][C@H:16]3[CH2:27][C@H:28]([CH3:30])[CH2:29][C:24]([CH3:32])([CH3:25])[CH2:23]3)=[O:14])=[CH:9][CH:8]=2)[CH:2]=[CH:3][CH:4]=[CH:5][CH:6]=1 |f:1.2|. Procedure details: 27 g of methyl 2-(4-phenylphenoxy)-2-methylpropionate (0.1 mol) and 0. 3 g of sodium hydride as a 60% dispersion in oil are added to 14.2 g of (trans) 3,3,5-trimethylcyclohexanol (0.1 mol) dissolved in 500 ml of heptane. The stirred mixture is brought to the boil in a distillation apparatus appropriately equipped for progressively separating the binary heptane/methanol mixture, which boils at 59° C.; the operation requires 4 to 5 hours; the mixture is cooled and then washed carefully with an alk...